Task: describe an organic reaction: reactants, conditions, products, and yield. Dataset: the Open Reaction Database (ORD), a public repository of structured organic reaction records Starting materials: [Br-], CCCC[N+](CCCC)(CCCC)CCCC, ClCCN1CCCCC1, ClCCl, Cl, O=[N+]([O-])c1ccc2c(c1)SCCN2, [Na+], [OH-], O. The product is O=[N+]([O-])c1ccc2c(c1)SCCN2CCN1CCCCC1. RXN SMILES: [Br-:24].[CH3:25][CH2:26][CH2:27][CH2:28][N+:29]([CH2:30][CH2:31][CH2:32][CH3:33])([CH2:34][CH2:35][CH2:36][CH3:37])[CH2:38][CH2:39][CH2:40][CH3:41].[Cl:15][CH2:16][CH2:17][N:18]1[CH2:19][CH2:20][CH2:21][CH2:22][CH2:23]1.[Cl:42][CH2:43][Cl:44].[ClH:14].[N+:1](=[O:2])([O-:3])[c:4]1[cH:5][cH:6][c:7]2[c:8]([cH:13]1)[S:9][CH2:10][CH2:11][NH:12]2.[Na+:46].[OH-:45].[OH2:47]>>[N+:1](=[O:2])([O-:3])[c:4]1[cH:5][cH:6][c:7]2[c:8]([cH:13]1)[S:9][CH2:10][CH2:11][N:12]2[CH2:16][CH2:17][N:18]1[CH2:19][CH2:20][CH2:21][CH2:22][CH2:23]1. The reactants are CS(=O)(=O)Cl, CC1(C)COCC(CO)O1, ClCCl, [Na+], O=C([O-])O. The product is CC1(C)COCC(COS(C)(=O)=O)O1. RXN SMILES: [CH3:11][S:12]([Cl:13])(=[O:14])=[O:15].[CH3:1][C:2]1([CH3:10])[CH2:3][O:4][CH2:5][CH:6]([CH2:8][OH:9])[O:7]1.[Cl:21][CH2:22][Cl:23].[Na+:20].[O-:16][C:17]([OH:18])=[O:19]>>[CH3:1][C:2]1([CH3:10])[CH2:3][O:4][CH2:5][CH:6]([CH2:8][O:9][S:12]([CH3:11])(=[O:14])=[O:15])[O:7]1. Starting materials: Cl (HCl), NCC(=O)O (Glycine), C(=O)([O-])[O-].[K+].[K+] (K2CO3), IC1=CC(=C(C(=O)NC)C=C1)F (4-iodo-N-methyl-2-fluorobenzamide), CN(C)C=O (DMF). The solvent is CCOC(=O)C (AcOEt), O (water). Run at temperature 140 celsius, time 18 minute. Yields the product CNC(=O)C1=CC(=C(C=C1)NCC(=O)O)F (N-(4-methylcarbamoyl-2-fluorophenyl)glycine). Reaction SMILES: [NH2:1][CH2:2][C:3]([OH:5])=[O:4].C([O-])([O-])=O.[K+].[K+].I[C:13]1[CH:22]=[CH:21][C:16](C(NC)=O)=[C:15]([F:23])[CH:14]=1.Cl.[CH3:25][N:26]([CH:28]=[O:29])C>CCOC(C)=O.O>[CH3:25][NH:26][C:28]([C:13]1[CH:22]=[CH:21][C:16]([NH:1][CH2:2][C:3]([OH:5])=[O:4])=[C:15]([F:23])[CH:14]=1)=[O:29] |f:1.2.3|. Reported procedure: Glycine (80 mg, 1.07 mmol) and K2CO3 (207 mg, 1.5 mmol) were added to solution of 4-iodo-N-methyl-2-fluorobenzamide (279 mg, 1 mmol) in DMF (3 ml). The reaction mixture was stirred at 140° C. for 18 min. in microwave oven, cooled, diluted with AcOEt (10 ml) and water (10 ml), neutralized with HCl to pH 2-3, organic layer was separated, water layer was extracted with AcOEt (5×20 ml). The combined extracts were washed with brine, dried over Na2SO4 and evaporated in vacuo. The product was isolated ... Reactants: N (ammonia), C([O-])([O-])=O.[NH4+].[NH4+] (ammonium carbonate), NC(=O)N (urea), NC(=O)NC(=O)N (biuret). Yields the product NC(=O)NC(=O)N (biuret), N1C(=O)NC(=O)NC1=O (cyanuric acid), C1(=N)OC(=N)OC(=N)O1 (cyamelide). RXN SMILES: [NH2:1][C:2]([NH2:4])=[O:3].[NH3:5].[C:6](=[O:9])([O-])[O-:7].[NH4+].[NH4+].[NH2:12][C:13]([NH:15][C:16]([NH2:18])=[O:17])=[O:14]>>[NH2:12][C:13]([NH:15][C:16]([NH2:18])=[O:17])=[O:14].[NH:1]1[C:16](=[O:17])[NH:15][C:13](=[O:14])[NH:4][C:2]1=[O:3].[C:13]1([O:3][C:2](=[NH:4])[O:9][C:6](=[NH:5])[O:7]1)=[NH:12] |f:2.3.4|. Procedure: Two-three heated moles of ammonia to one mol of heated carbon dioxide, heated at 160 to 210 degree C. is forced through a reactor which has an aqueous solution or oil-water slurry of ammonia and carbon dioxide which is being circulated at 160° to 210° C. and under 2-6000 psi to form ammonium carbamate which when heated lose 1 mol of water thereby producing an aqueous urea. The aqueous urea contains small amounts of ammonia, ammonium carbonate and biuret. The aqueous urea is concentrated and the ... Procedure: Under an argon atmosphere, to a solution of allylpalladium(II) chloride dimer (160 mg, 437 μmol) in anhydrous THF (30 mL) was added 2-(di-tert-butylphosphino)-1-phenylindole (295 mg, 874 μmol) at room temperature, followed by stirring at room temperature for 10 minutes. Subsequently, to the mixture were successively added 2-amino-3-benzyl-5-bromo-6-chloropyrazine (5) (2.60 g, 8.74 mmol), 2-formyl-4-methoxyphenylboronic acid (6) (3.14 g, 17.4 mmol), potassium fluoride (2.60 g, 44.8 mmol) and wate... Isolated yield 76.7%. The reagents and catalysts are [CH2-]C=C.[CH2-]C=C.Cl[Pd+].Cl[Pd+] (allylpalladium(II) chloride dimer). Solvent: C1CCOC1 (THF), O (water), O (water). Reaction conditions: time 10 minute. Product: NC=1N=C(C(=NC1CC1=CC=CC=C1)C1=C(C=O)C=C(C=C1)OC)Cl (2-(5-Amino-6-benzyl-3-chloropyrazine-2-yl)-5-methoxybenzaldehyde). Reaction SMILES: C(P(C(C)(C)C)C1N(C2C=CC=CC=2)C2C(C=1)=CC=CC=2)(C)(C)C.[NH2:25][C:26]1[C:31]([CH2:32][C:33]2[CH:38]=[CH:37][CH:36]=[CH:35][CH:34]=2)=[N:30][C:29](Br)=[C:28]([Cl:40])[N:27]=1.[CH:41]([C:43]1[CH:48]=[C:47]([O:49][CH3:50])[CH:46]=[CH:45][C:44]=1B(O)O)=[O:42].[F-].[K+]>C1COCC1.[CH2-]C=C.[CH2-]C=C.Cl[Pd+].Cl[Pd+].O>[NH2:25][C:26]1[N:27]=[C:28]([Cl:40])[C:29]([C:44]2[CH:45]=[CH:46][C:47]([O:49][CH3:50])=[CH:48][C:43]=2[CH:41]=[O:42])=[N:30][C:31]=1[CH2:32][C:33]1[CH:38]=[CH:37][CH:36]=[CH:35][CH:34]=1 |f:3.4,6.7.8.9|. The reactants are C(C)(C)(C)P(C=1N(C2=CC=CC=C2C1)C1=CC=CC=C1)C(C)(C)C (2-(di-tert-butylphosphino)-1-phenylindole), [F-].[K+] (potassium fluoride), NC1=NC(=C(N=C1CC1=CC=CC=C1)Br)Cl (2-amino-3-benzyl-5-bromo-6-chloropyrazine), C(=O)C1=C(C=CC(=C1)OC)B(O)O (2-formyl-4-methoxyphenylboronic acid). Product: OCC=1C=C(OCCC2(CCCCC2)CCN2CCC(CC2)N(C(=O)C=2OC=CC2)C2=CC=C(C=C2)C)C=C(C1)CO (N-[1-[2-[1-[2-[3,5-Bis(hydroxymethyl)phenoxy]ethyl]cyclohexyl]ethyl]piperidin-4-yl]-N-(p-tolyl)-2-furancarboxamide). The solvent is CO (methanol). Isolated yield 94.7%. The reactants are C(C)(=O)OCC=1C=C(OCCC2(CCCCC2)CCN2CCC(CC2)N(C(=O)C=2OC=CC2)C2=CC=C(C=C2)C)C=C(C1)COC(C)=O (N-[1-[2-[1-[2-[3,5-bis(acetoxymethyl)phenoxy]ethyl]cyclohexyl]ethyl]piperidin-4-yl]-N-(p-tolyl)-2-furancarboxamide), C([O-])([O-])=O.[K+].[K+] (potassium carbonate). Reaction SMILES: C([O:4][CH2:5][C:6]1[CH:7]=[C:8]([CH:41]=[C:42]([CH2:44][O:45]C(=O)C)[CH:43]=1)[O:9][CH2:10][CH2:11][C:12]1([CH2:18][CH2:19][N:20]2[CH2:25][CH2:24][CH:23]([N:26]([C:34]3[CH:39]=[CH:38][C:37]([CH3:40])=[CH:36][CH:35]=3)[C:27]([C:29]3[O:30][CH:31]=[CH:32][CH:33]=3)=[O:28])[CH2:22][CH2:21]2)[CH2:17][CH2:16][CH2:15][CH2:14][CH2:13]1)(=O)C.C(=O)([O-])[O-].[K+].[K+]>CO>[OH:4][CH2:5][C:6]1[CH:7]=[C:8]([CH:41]=[C:42]([CH2:44][OH:45])[CH:43]=1)[O:9][CH2:10][CH2:11][C:12]1([CH2:18][CH2:19][N:20]2[CH2:25][CH2:24][CH:23]([N:26]([C:34]3[CH:39]=[CH:38][C:37]([CH3:40])=[CH:36][CH:35]=3)[C:27]([C:29]3[O:30][CH:31]=[CH:32][CH:33]=3)=[O:28])[CH2:22][CH2:21]2)[CH2:17][CH2:16][CH2:15][CH2:14][CH2:13]1 |f:1.2.3|. Procedure: To a solution of N-[1-[2-[1-[2-[3,5-bis(acetoxymethyl)phenoxy]ethyl]cyclohexyl]ethyl]piperidin-4-yl]-N-(p-tolyl)-2-furancarboxamide (276 mg) dissolved in methanol (4 mL) was added potassium carbonate (11 mg). The solution was stirred at room temperature for 2 hours. The reaction solution was concentrated under reduced pressure. Saturated aqueous sodium bicarbonate solution was added to the solution, and it was extracted with chloroform-ethanol (80:20). The organic layer was dried over anhydrous ... Conditions: time 2 hour. The reactants are CN(/C=C/C(=O)C1=CC=NC=C1)C ((2E)-3-(dimethylamino)-1-pyridin-4-ylprop-2-en-1-one), [N+](=O)(O)[O-].CC1=C(C=C(C=C1)[N+](=O)[O-])NC(=N)N (N-(2-methyl-5-nitrophenyl)guanidine nitrate). Product: CC1=C(C=C(C=C1)[N+](=O)[O-])NC1=NC=CC(=N1)C1=CC=NC=C1 (N-(2-Methyl-5-nitrophenyl)-4-pyridin-4-ylpyrimidine-2-amine). RXN SMILES: CN(C)/[CH:3]=[CH:4]/[C:5]([C:7]1[CH:12]=[CH:11][N:10]=[CH:9][CH:8]=1)=O.[N+]([O-])(O)=O.[CH3:18][C:19]1[CH:24]=[CH:23][C:22]([N+:25]([O-:27])=[O:26])=[CH:21][C:20]=1[NH:28][C:29]([NH2:31])=[NH:30]>>[CH3:18][C:19]1[CH:24]=[CH:23][C:22]([N+:25]([O-:27])=[O:26])=[CH:21][C:20]=1[NH:28][C:29]1[N:31]=[C:5]([C:7]2[CH:12]=[CH:11][N:10]=[CH:9][CH:8]=2)[CH:4]=[CH:3][N:30]=1 |f:1.2|. Procedure details: The title compound was prepared by condensation reaction between (2E)-3-(dimethylamino)-1-pyridin-4-ylprop-2-en-1-one and N-(2-methyl-5-nitrophenyl)guanidine nitrate, according to the procedure described in Step C of EXAMPLE 8. MS (M+1)=308.11. Reactants: P(=O)(OC1=C(C=CC2=C1COCC1=C2C(=C(C(=C1)OC)OC)OC)OC)(OCC1=CC=CC=C1)OCC1=CC=CC=C1 (3,9,10,11-Tetramethoxy-5,7-dihydrodibenzo[c,e]oxepin-4-yl bis(phenylmethyl) phosphate). The reagents and catalysts are [Pd] (palladium on charcoal). Solvent: CO (methanol). Yields the product P(=O)(OC1=C(C=CC2=C1COCC1=C2C(=C(C(=C1)OC)OC)OC)OC)(O)O (3,9,10,11-tetramethoxy-5,7-dihydrodibenzo[c,e]oxepin-4-yl dihydrogen phosphate). The yield is 96.3%. RXN SMILES: [P:1]([O:35]CC1C=CC=CC=1)([O:27]CC1C=CC=CC=1)([O:3][C:4]1[C:9]2[CH2:10][O:11][CH2:12][C:13]3[CH:18]=[C:17]([O:19][CH3:20])[C:16]([O:21][CH3:22])=[C:15]([O:23][CH3:24])[C:14]=3[C:8]=2[CH:7]=[CH:6][C:5]=1[O:25][CH3:26])=[O:2]>CO.[Pd]>[P:1]([OH:35])([OH:27])([O:3][C:4]1[C:9]2[CH2:10][O:11][CH2:12][C:13]3[CH:18]=[C:17]([O:19][CH3:20])[C:16]([O:21][CH3:22])=[C:15]([O:23][CH3:24])[C:14]=3[C:8]=2[CH:7]=[CH:6][C:5]=1[O:25][CH3:26])=[O:2]. Reported procedure: 3,9,10,11-Tetramethoxy-5,7-dihydrodibenzo[c,e]oxepin-4-yl bis(phenylmethyl) phosphate (39.4 mg, 0.067 mmol) in methanol (3 mL) was stirred with palladium on charcoal (10% w/w; 4 mg) under hydrogen for 2 hours at room temperature and pressure until TLC indicated the consumption of the starting material. The mixture was then passed through a small silica plug (0.5 cm depth in a Pasteur pipette) and concentrated to afford 3,9,10,11-tetramethoxy-5,7-dihydrodibenzo[c,e]oxepin-4-yl dihydrogen phosphat... Starting materials: ClC=1C2=C(N=CN1)N(C=C2I)COCC[Si](C)(C)C (4-chloro-5-iodo-7-{[2-(trimethylsilyl)ethoxy]methyl}-7H-pyrrolo[2,3-d]pyrimidine), O1C(CCCC1)N1N=CC(=C1)B1OC(C(O1)(C)C)(C)C (1-(tetrahydro-2H-pyran-2-yl)-4-(4,4,5,5-tetramethyl-1,3,2-dioxaborolan-2-yl)-1H-pyrazole), P(=O)([O-])([O-])[O-].[K+].[K+].[K+] (potassium phosphate). Reagents/catalysts: C=1C=CC(=CC1)[P](C=2C=CC=CC2)(C=3C=CC=CC3)[Pd]([P](C=4C=CC=CC4)(C=5C=CC=CC5)C=6C=CC=CC6)([P](C=7C=CC=CC7)(C=8C=CC=CC8)C=9C=CC=CC9)[P](C=1C=CC=CC1)(C=1C=CC=CC1)C=1C=CC=CC1 (tetrakis(triphenylphosphine)palladium(0)). Yields the product ClC=1C2=C(N=CN1)N(C=C2C=2C=NN(C2)C2OCCCC2)COCC[Si](C)(C)C (4-chloro-5-[1-(tetrahydro-2H-pyran-2-yl)-1H-pyrazol-4-yl]-7-{[2-(trimethylsilyl)ethoxy]methyl}-7H-pyrrolo[2,3-d]pyrimidine). RXN SMILES: [Cl:1][C:2]1[C:3]2[C:10](I)=[CH:9][N:8]([CH2:12][O:13][CH2:14][CH2:15][Si:16]([CH3:19])([CH3:18])[CH3:17])[C:4]=2[N:5]=[CH:6][N:7]=1.[O:20]1[CH2:25][CH2:24][CH2:23][CH2:22][CH:21]1[N:26]1[CH:30]=[C:29](B2OC(C)(C)C(C)(C)O2)[CH:28]=[N:27]1.P([O-])([O-])([O-])=O.[K+].[K+].[K+]>C1C=CC([P]([Pd]([P](C2C=CC=CC=2)(C2C=CC=CC=2)C2C=CC=CC=2)([P](C2C=CC=CC=2)(C2C=CC=CC=2)C2C=CC=CC=2)[P](C2C=CC=CC=2)(C2C=CC=CC=2)C2C=CC=CC=2)(C2C=CC=CC=2)C2C=CC=CC=2)=CC=1>[Cl:1][C:2]1[C:3]2[C:10]([C:29]3[CH:28]=[N:27][N:26]([CH:21]4[CH2:22][CH2:23][CH2:24][CH2:25][O:20]4)[CH:30]=3)=[CH:9][N:8]([CH2:12][O:13][CH2:14][CH2:15][Si:16]([CH3:19])([CH3:18])[CH3:17])[C:4]=2[N:5]=[CH:6][N:7]=1 |f:2.3.4.5,^1:51,53,72,91|. Reported procedure: A mixture of 4-chloro-5-iodo-7-{[2-(trimethylsilyl)ethoxy]methyl}-7H-pyrrolo[2,3-d]pyrimidine (C1) (2.0 g, 4.9 mmol), 1-(tetrahydro-2H-pyran-2-yl)-4-(4,4,5,5-tetramethyl-1,3,2-dioxaborolan-2-yl)-1H-pyrazole (C17) (1.91 g, 6.87 mmol), potassium phosphate (4.0 g, 19 mmol) and tetrakis(triphenylphosphine)palladium(0) (0.10 g, 87 μmol) was degassed several times with nitrogen and irradiated in a microwave synthesizer at 130° C. for 1.5 hours. The reaction mixture was partitioned between ethyl acetat...